describe an organic reaction: reactants, conditions, products, and yield From a dataset of the Open Reaction Database (ORD), a public repository of structured organic reaction records. Starting materials: Cl (HCl), COC(C(CC1=CC=C(C=C1)C1(CC1)CNCCCCCCC)OCC)=O (2-ethoxy-3-[4-(1-heptylaminomethyl-cyclopropyl)-phenyl]-propionic acid methyl ester), FC1=C(C=CC(=C1)F)N=C=O (2,4-difluorophenylisocyanate), C(C)(C)N(C(C)C)CC (N,N-diisopropylethylamine). Run in C1(=CC=CC=C1)C (toluene). Conditions: time 18 hour. Yields the product COC(C(CC1=CC=C(C=C1)C1(CC1)CN(C(=O)NC1=C(C=C(C=C1)F)F)CCCCCCC)OCC)=O (3-(4-{1-[3-(2,4-difluoro-phenyl)-1-heptyl-ureidomethyl]-cyclopropyl}-phenyl)-2-ethoxy-propionic acid methyl ester). As a reaction SMILES: [CH3:1][O:2][C:3](=[O:27])[CH:4]([O:24][CH2:25][CH3:26])[CH2:5][C:6]1[CH:11]=[CH:10][C:9]([C:12]2([CH2:15][NH:16][CH2:17][CH2:18][CH2:19][CH2:20][CH2:21][CH2:22][CH3:23])[CH2:14][CH2:13]2)=[CH:8][CH:7]=1.[F:28][C:29]1[CH:34]=[C:33]([F:35])[CH:32]=[CH:31][C:30]=1[N:36]=[C:37]=[O:38].C(N(CC)C(C)C)(C)C.Cl>C1(C)C=CC=CC=1>[CH3:1][O:2][C:3](=[O:27])[CH:4]([O:24][CH2:25][CH3:26])[CH2:5][C:6]1[CH:11]=[CH:10][C:9]([C:12]2([CH2:15][N:16]([CH2:17][CH2:18][CH2:19][CH2:20][CH2:21][CH2:22][CH3:23])[C:37]([NH:36][C:30]3[CH:31]=[CH:32][C:33]([F:35])=[CH:34][C:29]=3[F:28])=[O:38])[CH2:13][CH2:14]2)=[CH:8][CH:7]=1. Procedure details: To a solution of 2-ethoxy-3-[4-(1-heptylaminomethyl-cyclopropyl)-phenyl]-propionic acid methyl ester (54 mg, 0.13 mmol), and 2,4-difluorophenylisocyanate (0.156 mmol, 0.0185 mL) in toluene (2.5 mL) was added N,N-diisopropylethylamine (0.29 mmol, 0.050 mL). The mixture was allowed to stir at room temperature for 18 hours, then was poured over 1 M HCl (5 mL). The aqueous layer was isolated and extracted with diethyl ether (2×). The organic layers were combined, washed with 2 M HCl (1×), brine (1×)... The reactants are [Br-], C1CCOC1, [Mg+]C1CCCC1, COC(=O)C1CO1. Product: COC(=O)C(O)CC1CCCC1. As a reaction SMILES: [Br-:1].[CH2:15]1[O:16][CH2:17][CH2:18][CH2:19]1.[CH:2]1([Mg+:7])[CH2:3][CH2:4][CH2:5][CH2:6]1.[O:8]1[CH:9]([C:11](=[O:12])[O:13][CH3:14])[CH2:10]1>>[CH:2]1([CH2:10][CH:9]([OH:8])[C:11](=[O:12])[O:13][CH3:14])[CH2:3][CH2:4][CH2:5][CH2:6]1. Starting materials: N1CCOCC1 (morpholine), NC1=C(C2=CC(=CC(=C2C=C1)O)S(=O)(=O)O)S(=O)(=O)O (2-amino-5-hydroxynaphthalene-1,7-disulphonic acid), FC1=C(C(=NN=N1)F)F (trifluorotriazine). The product is diazo, NC1=C(C=2C=C(C=C(C2C=C1)S(=O)(=O)O)S(=O)(=O)O)S(=O)(=O)O (2-aminonaphthalene-1,5,7-trisulphonic acid). Isolated yield 200.0%. Reaction SMILES: [NH2:1][C:2]1[CH:11]=[CH:10][C:9]2[C:4](=[CH:5][C:6]([S:13]([OH:16])(=[O:15])=[O:14])=[CH:7][C:8]=2O)[C:3]=1[S:17]([OH:20])(=[O:19])=[O:18].FC1N=NN=C(F)C=1F.N1CCOCC1>>[NH2:1][C:2]1[CH:11]=[CH:10][C:9]2[C:8]([S:13]([OH:16])(=[O:15])=[O:14])=[CH:7][C:6]([S:13]([OH:16])(=[O:15])=[O:14])=[CH:5][C:4]=2[C:3]=1[S:17]([OH:20])(=[O:19])=[O:18]. Reported procedure: 31.9 g of 2-amino-5-hydroxynaphthalene-1,7-disulphonic acid are condensed by the procedure of Example 1 with trifluorotriazine and then with morpholine. A diazo compound obtained in the usual manner by direct diazotisation of 38.3 g of 2-aminonaphthalene-1,5,7-trisulphonic acid is added to the resulting suspension of the monofluorotriazinyl compound at 5° to 10°, while simultaneously maintaining the pH at 7.0 to 7.5 by sprinkling in sodium bicarbonate. After coupling is complete, the dyestuff of...